From a dataset of the Open Reaction Database (ORD), a public repository of structured organic reaction records. describe an organic reaction: reactants, conditions, products, and yield Starting materials: [N+](=O)([O-])C=C(NCCSCC1=C(N=CN1)C)SC (1-nitro-2-methylthio-2-[2-((4-methyl-5-immidazolyl)-methylthio)ethylamino]ethylene), C(C)N (ethylamine). Product: [N+](=O)([O-])C=C(NCCSCC1=C(N=CN1)C)NCC (1-Nitro-2-ethylamino-2-[2-((4-methyl-5-imidazolyl)methylthio)-ethylamino]ethylene). Reaction SMILES: [N+:1]([CH:4]=[C:5](SC)[NH:6][CH2:7][CH2:8][S:9][CH2:10][C:11]1[NH:15][CH:14]=[N:13][C:12]=1[CH3:16])([O-:3])=[O:2].[CH2:19]([NH2:21])[CH3:20]>>[N+:1]([CH:4]=[C:5]([NH:21][CH2:19][CH3:20])[NH:6][CH2:7][CH2:8][S:9][CH2:10][C:11]1[NH:15][CH:14]=[N:13][C:12]=1[CH3:16])([O-:3])=[O:2]. Procedure: Reaction of 1-nitro-2-methylthio-2-[2-((4-methyl-5-immidazolyl)-methylthio)ethylamino]ethylene with ethylamine according to the process of Example 2(ii) yielded the title compound, m.p. 171°-172°. The reactants are CC1=CC=C(C(=O)C2=CC=CC=C2)C=C1 (4-methyl benzophenone), BrN1C(CCC1=O)=O (N-bromosuccinimide), C(C1=CC=CC=C1)(=O)OOC(C1=CC=CC=C1)=O (benzoyl peroxide). Solvent: C(Cl)(Cl)(Cl)Cl (carbon tetrachloride). Yields the product BrCC1=CC=C(C=C1)C(C1=CC=CC=C1)=O (α-bromo-4-benzoyl toluene). As a reaction SMILES: [CH3:1][C:2]1[CH:15]=[CH:14][C:5]([C:6]([C:8]2[CH:13]=[CH:12][CH:11]=[CH:10][CH:9]=2)=[O:7])=[CH:4][CH:3]=1.[Br:16]N1C(=O)CCC1=O.C(OOC(=O)C1C=CC=CC=1)(=O)C1C=CC=CC=1>C(Cl)(Cl)(Cl)Cl>[Br:16][CH2:1][C:2]1[CH:15]=[CH:14][C:5]([C:6](=[O:7])[C:8]2[CH:13]=[CH:12][CH:11]=[CH:10][CH:9]=2)=[CH:4][CH:3]=1. Reported procedure: A mixture of 19.6 g. (0.1 mole) 4-methyl benzophenone 17.8 g. (0.1 mole) N-bromosuccinimide, 0.4 g. (0.0016 mole) benzoyl peroxide and 200 ml. carbon tetrachloride is refluxed for 18 hours. The mixture is then cooled and filtered, and the resulting solid is suspended in water, filtered and washed with water. The wet solid is dissolved in methylene chloride, washed with water and brine, dried over anhydrous magnesium sulfate and evaporated to give α-bromo-4-benzoyl toluene, m.p. 104° to 109° C.